describe an organic reaction: reactants, conditions, products, and yield From a dataset of the Open Reaction Database (ORD), a public repository of structured organic reaction records. Starting materials: CC(C)=O, Oc1ccccc1O, Cc1ccc(S(=O)(=O)O)cc1, c1ccccc1. Yields the product CC1(C)Oc2ccccc2O1. RXN SMILES: [CH3:9][C:10]([CH3:11])=[O:12].[OH:1][c:2]1[cH:3][cH:4][cH:5][cH:6][c:7]1[OH:8].[c:13]1([CH3:14])[cH:15][cH:16][c:17]([S:18]([OH:19])(=[O:20])=[O:21])[cH:22][cH:23]1.[cH:24]1[cH:25][cH:26][cH:27][cH:28][cH:29]1>>[O:1]1[c:2]2[cH:3][cH:4][cH:5][cH:6][c:7]2[O:8][C:10]1([CH3:9])[CH3:11]. The reactants are [N+](=O)([O-])C=1C=CC2=C(C(NCCC2)=S)C1 (8-nitro-2,3,4,5-tetrahydro-benzo[c]azepine-1-thione), COC(CN)OC (2,2-dimethoxy-ethylamine), C1(=CC=C(C=C1)S(=O)(=O)O)C (p-toluenesulfonic acid). The reagents and catalysts are [Hg](OC(=O)C)OC(=O)C (Hg(OAc)2). The solvent is C1CCOC1 (THF). Conditions: temperature 25 celsius, time 2 hour. Product: [N+](=O)([O-])C=1C=CC2=C(C3=NC=CN3CCC2)C1 (9-nitro-5,6-dihydro-4H-1,3a-diaza-benzo[e]azulene). Isolated yield 14.4%. RXN SMILES: [N+:1]([C:4]1[CH:5]=[CH:6][C:7]2[CH2:13][CH2:12][CH2:11][NH:10][C:9](=S)[C:8]=2[CH:15]=1)([O-:3])=[O:2].CO[CH:18](OC)[CH2:19][NH2:20].C1(C)C=CC(S(O)(=O)=O)=CC=1>C1COCC1.[Hg](OC(C)=O)OC(C)=O>[N+:1]([C:4]1[CH:5]=[CH:6][C:7]2[CH2:13][CH2:12][CH2:11][N:10]3[C:9](=[N:20][CH:19]=[CH:18]3)[C:8]=2[CH:15]=1)([O-:3])=[O:2]. Reported procedure: A solution of 8-nitro-2,3,4,5-tetrahydro-benzo[c]azepine-1-thione (2 g, 9 mmol) and 2,2-dimethoxy-ethylamine (4.7 g, 45 mmol, 5.0 eq.) in THF (100 mL) was treated with Hg(OAc)2 (4.3 g, 13.5 mmol, 1.5 eq.) at 5° C. The mixture was warmed to 25° C. and stirred for 2 hours, then concentrated. The residue was dissolved in toluene/water (11:1, 150 mL) and treated with p-toluenesulfonic acid (0.76 g, 4 mmol). This mixture was then heated at 65° C. for 24 h and subsequently concentrated under vacuum. T... Starting materials: BrC=1C(=C(C=NO)C=CC1)F (3-bromo-2-fluorobenzaldoxime), N1C(C2(C3=CC=CC=C13)CCCC(C2)B(O)O)=O ((spiro[cyclohexane-1,3′-[3H]indol]-2′(1′H)-one-5-yl) boronic acid). The product is FC1=C(C=NO)C=CC=C1C=1C=C2C3(C(NC2=CC1)=O)CCCCC3 (2-fluoro-3-(1′,2′-Dihydro-2′-oxospiro[cyclohexane-1,3′-[3H]indol]-5′-yl) benzaldehyde oxime), product. Isolated yield 15.0%. RXN SMILES: Br[C:2]1[C:3]([F:11])=[C:4]([CH:8]=[CH:9][CH:10]=1)[CH:5]=[N:6][OH:7].[NH:12]1[C:20]2[C:15](=[CH:16][CH:17]=[CH:18][CH:19]=2)[C:14]2([CH2:25][CH:24](B(O)O)[CH2:23][CH2:22][CH2:21]2)[C:13]1=[O:29]>>[F:11][C:3]1[C:2]([C:17]2[CH:16]=[C:15]3[C:20](=[CH:19][CH:18]=2)[NH:12][C:13](=[O:29])[C:14]23[CH2:25][CH2:24][CH2:23][CH2:22][CH2:21]2)=[CH:10][CH:9]=[CH:8][C:4]=1[CH:5]=[N:6][OH:7]. Procedure details: The title compound was prepared from 3-bromo-2-fluorobenzaldoxime (0.40 g, 1.83 mmol) and (spiro[cyclohexane-1,3′-[3H]indol]-2′(1′H)-one-5-yl) boronic acid as described in example 18, to afford the product (0.094 g, 0.27 mmol, 15% yield) as a white solid: mp. 213–217° C.; 1H NMR (CDCl3) δ 10.95 (s, 1H), 9.65 (s, 1H), 8.41 (s, 1H), 7.76 (t, 1H, J=7.1 Hz), 7.59 (s, 1H), 7.43−7.33 (m, 3H), 7.19 (t, 1H, J=7.7 Hz), 6.98 (d, 1H, J=8 Hz) and 1.91−1.60 (m, 10H); MS ((+) ESI) m/z=339 [M+H]+.